The task is: describe an organic reaction: reactants, conditions, products, and yield. This data is from the Open Reaction Database (ORD), a public repository of structured organic reaction records. Reactants: OCCC1=CC=C2C=C(N=CC2=C1)C1=CC=C(C#N)C=C1 (4-[7-(2-hydroxyethyl)-3-isoquinolinyl]benzonitrile), CS(=O)(=O)Cl (methanesulfonyl chloride), Cl.C[C@H]1NCCC1 ((2R)-2-methylpyrrolidine hydrochloride). Product: C[C@H]1N(CCC1)CCC1=CC=C2C=C(N=CC2=C1)C1=CC=C(C#N)C=C1 (4-(7-{2-[(2R)-2-methyl-1-pyrrolidinyl]ethyl}-3-isoquinolinyl)benzonitrile). RXN SMILES: O[CH2:2][CH2:3][C:4]1[CH:13]=[C:12]2[C:7]([CH:8]=[C:9]([C:14]3[CH:21]=[CH:20][C:17]([C:18]#[N:19])=[CH:16][CH:15]=3)[N:10]=[CH:11]2)=[CH:6][CH:5]=1.CS(Cl)(=O)=O.Cl.[CH3:28][C@@H:29]1[CH2:33][CH2:32][CH2:31][NH:30]1>>[CH3:28][C@@H:29]1[CH2:33][CH2:32][CH2:31][N:30]1[CH2:2][CH2:3][C:4]1[CH:13]=[C:12]2[C:7]([CH:8]=[C:9]([C:14]3[CH:21]=[CH:20][C:17]([C:18]#[N:19])=[CH:16][CH:15]=3)[N:10]=[CH:11]2)=[CH:6][CH:5]=1 |f:2.3|. Procedure details: The product from Example 74B, methanesulfonyl chloride, and (2R)-2-methylpyrrolidine hydrochloride are processed as described in Example 62F to provide the title compound. The reactants are ClC1=NC=2N(C(=C1)Cl)N=C(C2)C=2C=NC(=CC2)N2CCOCC2 (5,7-dichloro-2-(6-morpholin-4-yl-pyridin-3-yl)-pyrazolo[1,5-a]-pyrimidine), N1CCOCC1 (morpholine). Run in O1CCOCC1 (1,4-dioxane), O (water). Run at time 1 hour. The product is ClC1=NC=2N(C(=C1)N1CCOCC1)N=C(C2)C=2C=NC(=CC2)N2CCOCC2 (5-Chloro-7-morpholin-4-yl-2-(6-morpholin-4-yl-pyridin-3-yl)-pyrazolo[1,5-a]pyrimidine). As a reaction SMILES: [Cl:1][C:2]1[CH:7]=[C:6](Cl)[N:5]2[N:9]=[C:10]([C:12]3[CH:13]=[N:14][C:15]([N:18]4[CH2:23][CH2:22][O:21][CH2:20][CH2:19]4)=[CH:16][CH:17]=3)[CH:11]=[C:4]2[N:3]=1.[NH:24]1[CH2:29][CH2:28][O:27][CH2:26][CH2:25]1>O1CCOCC1.O>[Cl:1][C:2]1[CH:7]=[C:6]([N:24]2[CH2:29][CH2:28][O:27][CH2:26][CH2:25]2)[N:5]2[N:9]=[C:10]([C:12]3[CH:13]=[N:14][C:15]([N:18]4[CH2:23][CH2:22][O:21][CH2:20][CH2:19]4)=[CH:16][CH:17]=3)[CH:11]=[C:4]2[N:3]=1. Reported procedure: The resulting 5,7-dichloro-2-(6-morpholin-4-yl-pyridin-3-yl)-pyrazolo[1,5-a]-pyrimidine was dissolved in 1,4-dioxane (4 mL), morpholine (500 μL, 5.74 mM) was added to the solution and then the mixture was stirred at room temperature for one hour. The solvent was distilled off from this reaction mixture, the residue obtained was diluted with water, the precipitated solid was recovered through filtration and then dried under reduced pressure to thus give the title compound (59.6 mg, overall yield ... The reactants are [Al+3], C1CCOC1, COC(=O)c1ccn(-c2ccc(C(F)(F)F)cc2)n1, [H-], [H-], [H-], [H-], [Li+]. Yields the product OCc1ccn(-c2ccc(C(F)(F)F)cc2)n1. Reaction SMILES: [Al+3:21].[CH2:26]1[O:27][CH2:28][CH2:29][CH2:30]1.[F:1][C:2]([c:3]1[cH:4][cH:5][c:6](-[n:9]2[n:10][c:11]([C:14](=[O:15])[O:16][CH3:17])[cH:12][cH:13]2)[cH:7][cH:8]1)([F:18])[F:19].[H-:20].[H-:23].[H-:24].[H-:25].[Li+:22]>>[F:1][C:2]([c:3]1[cH:4][cH:5][c:6](-[n:9]2[n:10][c:11]([CH2:14][OH:15])[cH:12][cH:13]2)[cH:7][cH:8]1)([F:18])[F:19]. Starting materials: CC(C)(C)c1nc2cc(S(=O)(=O)Cl)ccc2n1CC1CCC(F)(F)CC1, CN(C)c1ccncc1, O=Cc1cn[nH]c1. Product: CC(C)(C)c1nc2cc(S(=O)(=O)n3cc(C=O)cn3)ccc2n1CC1CCC(F)(F)CC1. Reaction SMILES: [C:1]([CH3:2])([CH3:3])([CH3:4])[c:5]1[n:6][c:7]2[c:8]([n:9]1[CH2:10][CH:11]1[CH2:12][CH2:13][C:14]([F:17])([F:18])[CH2:15][CH2:16]1)[cH:19][cH:20][c:21]([S:23](=[O:24])(=[O:25])[Cl:26])[cH:22]2.[CH3:34][N:35]([c:36]1[cH:37][cH:38][n:39][cH:40][cH:41]1)[CH3:42].[nH:27]1[n:28][cH:29][c:30]([CH:32]=[O:33])[cH:31]1>>[C:1]([CH3:2])([CH3:3])([CH3:4])[c:5]1[n:6][c:7]2[c:8]([n:9]1[CH2:10][CH:11]1[CH2:12][CH2:13][C:14]([F:17])([F:18])[CH2:15][CH2:16]1)[cH:19][cH:20][c:21]([S:23](=[O:24])(=[O:25])[n:27]1[n:28][cH:29][c:30]([CH:32]=[O:33])[cH:31]1)[cH:22]2. Reactants: CC(=O)Oc1ccc(C(=O)O)cc1, Cc1ccccc1, O=S(Cl)Cl. Yields the product CC(=O)Oc1ccc(C(=O)Cl)cc1. Reaction SMILES: [C:5]([CH3:6])(=[O:7])[O:8][c:9]1[cH:10][cH:11][c:12]([C:13](=[O:14])[OH:15])[cH:16][cH:17]1.[CH3:18][c:19]1[cH:20][cH:21][cH:22][cH:23][cH:24]1.[S:1]([Cl:2])([Cl:3])=[O:4]>>[Cl:3][C:13]([c:12]1[cH:11][cH:10][c:9]([O:8][C:5]([CH3:6])=[O:7])[cH:17][cH:16]1)=[O:14].